From a dataset of the Open Reaction Database (ORD), a public repository of structured organic reaction records. describe an organic reaction: reactants, conditions, products, and yield Reactants: C(C)C1(O[C@H](C(O1)=O)C)C1=CC=CC=C1 (2-ethyl-2-phenyl-5(S)-methyl-1,3-dioxolane-4-one), Br (hydrogen bromide), BrBr (bromine). Solvent: C(Cl)(Cl)(Cl)Cl (carbon tetrachloride). Yields the product BrC(C)C1(O[C@H](C(O1)=O)C)C1=CC=CC=C1 (2-(1-bromoethyl)-2-phenyl-5(S)-methyl-1,3-dioxolane-4-one). Reaction SMILES: [CH2:1]([C:3]1([C:10]2[CH:15]=[CH:14][CH:13]=[CH:12][CH:11]=2)[O:7][C:6](=[O:8])[C@H:5]([CH3:9])[O:4]1)[CH3:2].[BrH:16].BrBr>C(Cl)(Cl)(Cl)Cl>[Br:16][CH:1]([C:3]1([C:10]2[CH:15]=[CH:14][CH:13]=[CH:12][CH:11]=2)[O:7][C:6](=[O:8])[C@H:5]([CH3:9])[O:4]1)[CH3:2]. Procedure: To a solution of 2-ethyl-2-phenyl-5(S)-methyl-1,3-dioxolane-4-one (1 mmol) and hydrogen bromide (0.1 mmol) in carbon tetrachloride (3 ml), bromine (1 mmol) was added and the temperature was kept at 15° C.